This data is from the Open Reaction Database (ORD), a public repository of structured organic reaction records. The task is: describe an organic reaction: reactants, conditions, products, and yield Reactants: ClC1=C(C=C(C=C1)CO)Br (4-chloro-3-bromophenyl-methanol), [OH-].[K+] (potassium hydroxide), [OH-].[K+] (Potassium hydroxide), IC (iodomethane), C(C)(=O)OCC (Ethyl acetate), IC (Iodomethane). Run in CC1OCCC1 (2-methyl-tetrahydrofuran), [Cl-].[Na+].O (brine). Reaction conditions: time 30 minute. The product is BrC1=C(C=CC(=C1)COC)Cl (2-Bromo-1-chloro-4-methoxymethyl-benzene). The yield is 94.0%. RXN SMILES: [Cl:1][C:2]1[CH:7]=[CH:6][C:5]([CH2:8][OH:9])=[CH:4][C:3]=1[Br:10].[OH-].[K+].IC.[C:15](OCC)(=O)C>CC1CCCO1.[Cl-].[Na+].O>[Br:10][C:3]1[CH:4]=[C:5]([CH2:8][O:9][CH3:15])[CH:6]=[CH:7][C:2]=1[Cl:1] |f:1.2,6.7.8|. Procedure details: To a stirred solution of 4-chloro-3-bromophenyl-methanol (cited in Amgen patent WO03099776) (900 mg, 4.06 mmol) in 2-methyl-tetrahydrofuran (15 ml) was added potassium hydroxide (912 mg, 16.3 mmol) and the resulting suspension was stirred at room temperature for 30 minutes. Iodomethane (1.01 ml, 4.00 mmol) was then added and the reaction was stirred for 16 hours at room temperature. LCMS indicated incomplete reaction. Potassium hydroxide (912 mg, 16.3 mmol) was added and the resulting mixture st... Reactants: C(Cl)Cl (methylene chloride), ice water, C(C1=CC=CC=C1)C(C(C[N+](=O)[O-])O)N1C(C2=CC=CC=C2C1=O)=O (2-(1-benzyl2-hydroxy-3-nitropropyl)-2,3-dihydro-1H-isoindole-1,3-dione), CO (methanol), solution, C[O-].[Na+] (sodium methylate), CO (methanol), S(O)(O)(=O)=O (sulfuric acid), CO (methanol). Yields the product C(C1=CC=CC=C1)[C@@H]([C@@H](C(OC)OC)O)N1C(C2=CC=CC=C2C1=O)=O ((1S,2S)-2-(1-benzyl-2-hydroxy-3,3-dimethoxypropyl)-2,3dihydro-1H-isoindole-1,3dione). Yield: 49.0%. As a reaction SMILES: [CH2:1]([CH:8]([N:15]1[C:23](=[O:24])[C:22]2[C:17](=[CH:18][CH:19]=[CH:20][CH:21]=2)[C:16]1=[O:25])[CH:9]([OH:14])[CH2:10][N+]([O-])=O)[C:2]1[CH:7]=[CH:6][CH:5]=[CH:4][CH:3]=1.[CH3:26][O-:27].[Na+].S(=O)(=O)(O)O.C(Cl)Cl.[CH3:37][OH:38]>>[CH2:1]([C@H:8]([N:15]1[C:23](=[O:24])[C:22]2[C:17](=[CH:18][CH:19]=[CH:20][CH:21]=2)[C:16]1=[O:25])[C@H:9]([OH:14])[CH:10]([O:38][CH3:37])[O:27][CH3:26])[C:2]1[CH:7]=[CH:6][CH:5]=[CH:4][CH:3]=1 |f:1.2|. Procedure details: A suspension of 1.02 g of an 87:13 mixture of the (1S,2R) and (1S,2S) isomers of 2-(1-benzyl2-hydroxy-3-nitropropyl)-2,3-dihydro-1H-isoindole-1,3-dione in 2 ml of methanol is treated at 0° with 5.7 ml of a 7% solution of sodium methylate in methanol and the resulting yellow solution is added dropwise over a period of 20 minutes to a solution, cooled to -35°, of 7.2 ml of sulfuric acid in 27.6 ml of methanol. The reaction mixture is subsequently added to a stirred mixture of 150 ml of methylene c... The reactants are 2[HCl], O=C1CCN(CC1)C(=O)OC(C)(C)C (tert-butyl 4-oxo-1-piperidinecarboxylate), C(C)(C)N(C(C)C)CC (N,N-diisopropylethylamine), C(C)(=O)O[BH-](OC(C)=O)OC(C)=O.[Na+] (sodium triacetoxyborohydride), FC=1C(=C2C(=NC1)N(C=C2)COCC[Si](C)(C)C)C=2C=NN(C2)C2(CNC2)CC#N ({3-[4-(5-fluoro-1-{[2-(trimethylsilyl)ethoxy]methyl}-1H-pyrrolo[2,3-b]pyridin-4-yl)-1H-pyrazol-1-yl]azetidin-3-yl}acetonitrile), solution, Cl (hydrogen chloride), O1CCOCC1 (1,4-dioxane). Solvent: C1CCOC1 (THF). Conditions: time 2 hour. The product is FC=1C(=C2C(=NC1)N(C=C2)COCC[Si](C)(C)C)C=2C=NN(C2)C2(CN(C2)C2CCNCC2)CC#N ({3-[4-(5-fluoro-1-{[2-(trimethylsilyl)ethoxy]methyl}-1H-pyrrolo[2,3-b]pyridin-4-yl)-1H-pyrazol-1-yl]-1-piperidin-4-ylazetidin-3-yl}acetonitrile). As a reaction SMILES: [F:1][C:2]1[C:3]([C:19]2[CH:20]=[N:21][N:22]([C:24]3([CH2:28][C:29]#[N:30])[CH2:27][NH:26][CH2:25]3)[CH:23]=2)=[C:4]2[CH:10]=[CH:9][N:8]([CH2:11][O:12][CH2:13][CH2:14][Si:15]([CH3:18])([CH3:17])[CH3:16])[C:5]2=[N:6][CH:7]=1.O=[C:32]1[CH2:37][CH2:36][N:35](C(OC(C)(C)C)=O)[CH2:34][CH2:33]1.C(N(CC)C(C)C)(C)C.C(O[BH-](OC(=O)C)OC(=O)C)(=O)C.[Na+].Cl.O1CCOCC1>C1COCC1>[F:1][C:2]1[C:3]([C:19]2[CH:20]=[N:21][N:22]([C:24]3([CH2:28][C:29]#[N:30])[CH2:27][N:26]([CH:32]4[CH2:37][CH2:36][NH:35][CH2:34][CH2:33]4)[CH2:25]3)[CH:23]=2)=[C:4]2[CH:10]=[CH:9][N:8]([CH2:11][O:12][CH2:13][CH2:14][Si:15]([CH3:17])([CH3:18])[CH3:16])[C:5]2=[N:6][CH:7]=1 |f:3.4|. Procedure details: To a mixture of {3-[4-(5-fluoro-1-{[2-(trimethylsilyl)ethoxy]methyl}-1H-pyrrolo[2,3-b]pyridin-4-yl)-1H-pyrazol-1-yl]azetidin-3-yl}acetonitrile.2[HCl] (3.10 g, 5.78 mmol), tert-butyl 4-oxo-1-piperidinecarboxylate (1.152 g, 5.784 mmol) and N,N-diisopropylethylamine (3.022 mL, 17.35 mmol) in THF (100.0 mL) was added sodium triacetoxyborohydride (2.452 g, 11.57 mmol). The mixture was stirred at room temperature for 2 hours and quenched with brine. The resulting solution was extracted with EtOAc (2 t... The reactants are FC(CNC(=O)NC=1C=C(C=CC1)C1=CN=C2N1N=CC(=C2)C=2C=NN(C2)C(C(=O)O)C)(F)F (2-(4-{3-[3-({[(2,2,2-trifluoroethyl)amino]carbonyl}amino)phenyl]imidazo[1,2-b]pyridazin-7-yl}-1H-pyrazol-1-yl)propanoic acid), CNC (dimethylamine). Yields the product CN(C(C(C)N1N=CC(=C1)C1=CC=2N(N=C1)C(=CN2)C2=CC(=CC=C2)NC(=O)NCC(F)(F)F)=O)C (N,N-Dimethyl-2-(4-{3-[3-({[(2,2,2-trifluoroethyl)amino]carbonyl}amino)phenyl]imidazo[1,2-b]pyridazin-7-yl}-1H-pyrazol-1-yl)propanamide). RXN SMILES: [F:1][C:2]([F:34])([F:33])[CH2:3][NH:4][C:5]([NH:7][C:8]1[CH:9]=[C:10]([C:14]2[N:18]3[N:19]=[CH:20][C:21]([C:23]4[CH:24]=[N:25][N:26]([CH:28]([CH3:32])[C:29](O)=[O:30])[CH:27]=4)=[CH:22][C:17]3=[N:16][CH:15]=2)[CH:11]=[CH:12][CH:13]=1)=[O:6].[CH3:35][NH:36][CH3:37]>>[CH3:35][N:36]([CH3:37])[C:29](=[O:30])[CH:28]([N:26]1[CH:27]=[C:23]([C:21]2[CH:20]=[N:19][N:18]3[C:14]([C:10]4[CH:11]=[CH:12][CH:13]=[C:8]([NH:7][C:5]([NH:4][CH2:3][C:2]([F:1])([F:34])[F:33])=[O:6])[CH:9]=4)=[CH:15][N:16]=[C:17]3[CH:22]=2)[CH:24]=[N:25]1)[CH3:32]. Procedure details: This compound was prepared by using procedures analogous to those described for the synthesis of Example 54, Step 3 starting from 2-(4-{3-[3-({[(2,2,2-trifluoroethyl)amino]carbonyl}amino)phenyl]imidazo[1,2-b]pyridazin-7-yl}-1H-pyrazol-1-yl)propanoic acid and dimethylamine (2.0 N in THF). LCMS (M+H)+: m/z=501.2. Yield: 90.0%. The reactants are CN1N=CC(=C1S(N)(=O)=O)C(=O)OCC (Ethyl 1-methyl-5sulfamoylpyrazole-4-carboxylate), O.NN (hydrazine monohydrate). Procedure details: Ethyl 1-methyl-5sulfamoylpyrazole-4-carboxylate (1.0 g), prepared according to Bellemin and Festal, J. Heterocycl. Chem. 1984, 21, 1017, was stirred with 1 ml of hydrazine monohydrate at room temperature for 3 h and then evaporated to dryness. The residue was taken up in 5 ml of water and extracted with 25 ml of dichloromethane. The aqueous phase was evaporated to give 0.85 g (90%) of the title compound as a slowly crystallizing oil. Trituration with 5 ml of a 2:1 mixture of methanol and ethyl a... Reaction SMILES: [CH3:1][N:2]1[C:6]([S:7](=[O:10])(=[O:9])[NH2:8])=[C:5]([C:11]([O:13]CC)=O)[CH:4]=[N:3]1.O.[NH2:17][NH2:18]>>[CH3:1][N:2]1[C:6]([S:7](=[O:10])(=[O:9])[NH2:8])=[C:5]([C:11]([NH:17][NH2:18])=[O:13])[CH:4]=[N:3]1 |f:1.2|. The product is CN1N=CC(=C1S(N)(=O)=O)C(=O)NN (1-Methyl-5-sulfamoylpyrazole-4-carbohydrazide). Reactants: C1(CC1)C=1C=C2C(=NC1N(S(=O)(=O)C)CCCCC(=O)OC)OC(=C2C(NC)=O)C2=CC=C(C=C2)C (Methyl 5-(N-(5-cyclopropyl-3-(methylcarbamoyl)-2-p-tolylfuro[2,3-b]pyridin-6-yl)methylsulfonamido)pentanoate), [NH4+].[Cl-] (NH4Cl), [Li+].[OH-] (LiOH). The solvent is CO.C1CCOC1.O (MeOH THF H2O). Conditions: temperature 23 celsius, time 8 hour. Product: [NH4+].[OH-].CC#N.O (NH4OH CH3CN H2O), C1(CC1)C=1C=C2C(=NC1N(S(=O)(=O)C)CCCCC(=O)O)OC(=C2C(NC)=O)C2=CC=C(C=C2)C (5-(N-(5-cyclopropyl-3-(methylcarbamoyl)-2-p-tolylfuro[2,3-b]pyridin-6-yl)methylsulfonamido)pentanoic acid). Yield: 90.9%. RXN SMILES: [CH:1]1([C:4]2[CH:5]=[C:6]3[C:25]([C:26](=[O:29])[NH:27][CH3:28])=[C:24]([C:30]4[CH:35]=[CH:34][C:33]([CH3:36])=[CH:32][CH:31]=4)[O:23][C:7]3=[N:8][C:9]=2[N:10]([CH2:15][CH2:16][CH2:17][CH2:18][C:19]([O:21]C)=[O:20])[S:11]([CH3:14])(=[O:13])=[O:12])[CH2:3][CH2:2]1.[Li+].[OH-:38].[NH4+].[Cl-]>CO.C1COCC1.O>[NH4+:8].[OH-:12].[CH3:6][C:7]#[N:8].[OH2:38].[CH:1]1([C:4]2[CH:5]=[C:6]3[C:25]([C:26](=[O:29])[NH:27][CH3:28])=[C:24]([C:30]4[CH:35]=[CH:34][C:33]([CH3:36])=[CH:32][CH:31]=4)[O:23][C:7]3=[N:8][C:9]=2[N:10]([CH2:15][CH2:16][CH2:17][CH2:18][C:19]([OH:21])=[O:20])[S:11]([CH3:14])(=[O:13])=[O:12])[CH2:2][CH2:3]1 |f:1.2,3.4,5.6.7,8.9.10.11|. Procedure: Methyl 5-(N-(5-cyclopropyl-3-(methylcarbamoyl)-2-p-tolylfuro[2,3-b]pyridin-6-yl)methylsulfonamido)pentanoate (17 mg, 0.033 mmol) was dissolved in MeOH/THF/H2O (2.33 mL, 3:1:3) and LiOH (0.13 mL, 0.13 mmol, 1M solution) was added and the mixture stirred at 23° C. overnight. The reaction was then neutralized by addition of NH4Cl and the aqueous extracted with EtOAc (3×10 mL) then washed with brine and dried over Na2SO4 and evaporated to dryness. HPLC (Basic method/NH4OH/CH3CN/H2O) yielded 5-(N-(5-... Reactants: C(C)OP(OCC)(=O)CC1=CC(=C(C(=C1)OC)C(C)C)OC (diethyl(3,5-dimethoxy-4-i-propylbenzyl)phosphonate), [H-].[Na+] (NaH), FC1=C(C=O)C=CC=C1 (2-fluorobenzaldehyde), O (Water). The solvent is C1CCOC1 (THF), C1CCOC1 (THF). Conditions: temperature 0 celsius, time 1 hour. Yields the product COC=1C=C(C=C(C1C(C)C)OC)C=CC1=C(C=CC=C1)F (2-(3,5-dimethoxy-4-i-propylphenyl)-1-(2-fluorophenyl)ethene). As a reaction SMILES: C(OP([CH2:9][C:10]1[CH:15]=[C:14]([O:16][CH3:17])[C:13]([CH:18]([CH3:20])[CH3:19])=[C:12]([O:21][CH3:22])[CH:11]=1)(=O)OCC)C.[H-].[Na+].[F:25][C:26]1[CH:33]=[CH:32][CH:31]=[CH:30][C:27]=1[CH:28]=O.O>C1COCC1>[CH3:17][O:16][C:14]1[CH:15]=[C:10]([CH:9]=[CH:28][C:27]2[CH:30]=[CH:31][CH:32]=[CH:33][C:26]=2[F:25])[CH:11]=[C:12]([O:21][CH3:22])[C:13]=1[CH:18]([CH3:19])[CH3:20] |f:1.2|. Reported procedure: To a solution of diethyl(3,5-dimethoxy-4-i-propylbenzyl)phosphonate (0.50 g, 1.5 mmol) in THF (10 mL) at 0° C. was added NaH (60% in mineral oil) (0.14 g, 3.5 mmol) under N2. After the addition was completed, the suspension was stirred at 0° C. for 1 h and then 2-fluorobenzaldehyde (0.2 mL, 1.9 mmol) in THF (10 mL) was added. The reaction was kept at 0° C. for 1 h and then at 50° C. for 5 h. The reaction was cooled to 0° C. Water (5 mL) was added slowly to quench the reaction followed by additio...